Task: describe an organic reaction: reactants, conditions, products, and yield. Dataset: the Open Reaction Database (ORD), a public repository of structured organic reaction records Reactants: COC(C(=COC)C1=C(C=CC=C1)CBr)=O (2-(α-bromo-o-tolyl)-3-methoxyacrylic acid methyl ester), ClC1(C(C1)COC1=C(C=C2C(=NN(C2=C1)C)C(C)=NO)F)Cl (1-[6-(2,2-dichlorocyclopropylmethoxy)-5-fluoro-1-methyl-1H-indazol-3-yl]-ethanone oxime), [H-].[Na+] (sodium hydride), C(C)(=O)O (acetic acid). Run in CN(C=O)C (N,N-dimethylformamide), CN(C=O)C (N,N-dimethylformamide), CN(C=O)C (N,N-dimethylformamide). Reaction conditions: time 15 minute. The product is COC(C(=COC)C1=C(C=CC=C1)CON=C(C)C1=NN(C2=CC(=C(C=C12)F)OCC1C(C1)(Cl)Cl)C)=O (2-[[[(1-{6-[(2,2-Dichlorocyclopropyl)methoxy]-5-fluoro-1-methylindazol-3-yl}ethylidene)amino]oxy]methyl]-α-(methoxymethylene)phenylacetic Acid Methyl Ester). Reaction SMILES: [Cl:1][C:2]1([Cl:22])[CH2:4][CH:3]1[CH2:5][O:6][C:7]1[CH:15]=[C:14]2[C:10]([C:11]([C:17](=[N:19][OH:20])[CH3:18])=[N:12][N:13]2[CH3:16])=[CH:9][C:8]=1[F:21].[H-].[Na+].[CH3:25][O:26][C:27](=[O:40])[C:28]([C:32]1[CH:37]=[CH:36][CH:35]=[CH:34][C:33]=1[CH2:38]Br)=[CH:29][O:30][CH3:31].C(O)(=O)C>CN(C)C=O>[CH3:25][O:26][C:27](=[O:40])[C:28]([C:32]1[CH:37]=[CH:36][CH:35]=[CH:34][C:33]=1[CH2:38][O:20][N:19]=[C:17]([C:11]1[C:10]2[C:14](=[CH:15][C:7]([O:6][CH2:5][CH:3]3[CH2:4][C:2]3([Cl:1])[Cl:22])=[C:8]([F:21])[CH:9]=2)[N:13]([CH3:16])[N:12]=1)[CH3:18])=[CH:29][O:30][CH3:31] |f:1.2|. Procedure details: A solution of 0.9 g of 1-[6-(2,2-dichlorocyclopropylmethoxy)-5-fluoro-1-methyl-1H-indazol-3-yl]-ethanone oxime in 10 ml of N,N-dimethylformamide is added dropwise to a suspension of 0.2 g of sodium hydride in 15 ml of N,N-dimethylformamide and the reaction mixture is stirred at room temperature for 15 minutes. Then 1.04 g of 2-(α-bromo-o-tolyl)-3-methoxyacrylic acid methyl ester in 10 ml of N,N-dimethylformamide are added dropwise and the reaction mixture is stirred at room temperature for a fur... Starting materials: O(S(=O)(=O)C(F)(F)F)C1=CC2=CC=CC=C2C=C1 (2-naphthyl triflate), C(C=C)N(C)C (N-allyidimethylamine), C([O-])([O-])=O.[K+].[K+] (potassium carbonate), C(C)#N (acetonitrile). Reagents/catalysts: C(C)(=O)[O-].[Pd+2].C(C)(=O)[O-] (palladium acetate), C1=CC=C(C=C1)P([C-]2C=CC=C2)C3=CC=CC=C3.C1=CC=C(C=C1)P([C-]2C=CC=C2)C3=CC=CC=C3.[Fe+2] (DPPF). Solvent: O (water). The product is C1=C(C=CC2=CC=CC=C12)C(CN(C)C)=C (2-(2-Naphthyl)N-allyidimethylamine). The yield is 64.0%. As a reaction SMILES: O([C:9]1[CH:18]=[CH:17][C:16]2[C:11](=[CH:12][CH:13]=[CH:14][CH:15]=2)[CH:10]=1)S(C(F)(F)F)(=O)=O.[CH2:19]([N:22]([CH3:24])[CH3:23])[CH:20]=[CH2:21].C(=O)([O-])[O-].[K+].[K+].C(#N)C>C([O-])(=O)C.[Pd+2].C([O-])(=O)C.C1C=CC(P(C2C=CC=CC=2)[C-]2C=CC=C2)=CC=1.C1C=CC(P(C2C=CC=CC=2)[C-]2C=CC=C2)=CC=1.[Fe+2].O>[CH:10]1[C:11]2[C:16](=[CH:15][CH:14]=[CH:13][CH:12]=2)[CH:17]=[CH:18][C:9]=1[C:20](=[CH2:21])[CH2:19][N:22]([CH3:24])[CH3:23] |f:2.3.4,6.7.8,9.10.11|. Procedure: Table 1, Entry 9. In the reaction tube were mixed 2-naphthyl triflate (0.276 g, 1.0 mmol), N-allyidimethylamine (0.426 g, 5.0 mmol), palladium acetate (0.00673 g, 0.030 mmol), DPPF (0.0366 g, 0.066 mmol), potassium carbonate (0.207 g, 1.5 mmol) and 1.0 ml acetonitrile.under nitrogen. The contents of the flask were irradiated for 5.00 min with an effect of 50 W. After cooling, the product mixture was poured into 25 ml water and was extracted three times with 25 ml diethyl ether. The combined extr... Starting materials: C(C1=CC=CC=C1)OCC(=O)N(C1=CC2=C(OC(OC2=O)(C)C)C=C1)CC1=CC=C(C=C1)C#CC1=CC=C(C=C1)CCCC (2-(benzyloxy)-N-{4-[(4-butylphenyl)ethynyl]benzyl}-N-(2,2-dimethyl-4-oxo-4H-1,3-benzodioxin-6-yl)acetamide), [OH-].[Na+] (NaOH). The solvent is CCO (EtOH). Product: C(C1=CC=CC=C1)OCC(=O)N(C=1C=CC(=C(C(=O)O)C1)O)CC1=CC=C(C=C1)C#CC1=CC=C(C=C1)CCCC (5-([(benzyloxy)acetyl]{4-[(4-butylphenyl)ethynyl]benzyl}amino)-2-hydroxybenzoic acid). Reaction SMILES: [CH2:1]([O:8][CH2:9][C:10]([N:12]([CH2:26][C:27]1[CH:32]=[CH:31][C:30]([C:33]#[C:34][C:35]2[CH:40]=[CH:39][C:38]([CH2:41][CH2:42][CH2:43][CH3:44])=[CH:37][CH:36]=2)=[CH:29][CH:28]=1)[C:13]1[CH:25]=[CH:24][C:16]2[O:17]C(C)(C)[O:19][C:20](=[O:21])[C:15]=2[CH:14]=1)=[O:11])[C:2]1[CH:7]=[CH:6][CH:5]=[CH:4][CH:3]=1.[OH-].[Na+]>CCO>[CH2:1]([O:8][CH2:9][C:10]([N:12]([CH2:26][C:27]1[CH:28]=[CH:29][C:30]([C:33]#[C:34][C:35]2[CH:40]=[CH:39][C:38]([CH2:41][CH2:42][CH2:43][CH3:44])=[CH:37][CH:36]=2)=[CH:31][CH:32]=1)[C:13]1[CH:25]=[CH:24][C:16]([OH:17])=[C:15]([CH:14]=1)[C:20]([OH:21])=[O:19])=[O:11])[C:2]1[CH:3]=[CH:4][CH:5]=[CH:6][CH:7]=1 |f:1.2|. Reported procedure: The titled compound was prepared following the procedure C using 2-(benzyloxy)-N-{4-[(4-butylphenyl)ethynyl]benzyl}-N-(2,2-dimethyl-4-oxo-4H-1,3-benzodioxin-6-yl)acetamide and NaOH 5M aq. in die presence of EtOH as a beige powder (67%). 1H NMR (CDCl3, 300 MHz) δ 10.76 (s, 1H), 7.53 (m, 1H), 7.43 (m, 4H), 7.28 (m, 5H), 7.17 (m, 4H), 6.98 (m, 1H), 6.90 (d, J=8.7 Hz, 1H), 4.88 (s, 2H), 4.56 (s, 2H), 3.91 (s, 2H), 2.62 (t, J=7.7 Hz, 2H), 1.61 (m, 2H), 1.37 (m, 2H), 0.93 (t, J=7.4 Hz, 3H). M− (ESI): ...